Dataset: the Open Reaction Database (ORD), a public repository of structured organic reaction records. Task: describe an organic reaction: reactants, conditions, products, and yield The solvent is CN(C)C=O (DMF), CO (methanol). Reactants: C(C)(=O)N1C(C(C2=CC(=CC=C12)[N+](=O)[O-])=C(C1=CC=CC=C1)OCC)=O (1-acetyl-3-(1-ethoxy-1-phenyl-methylidene)-5-nitro-2-indolinone), CN1CCN(CC1)CC=1C=C(N)C=CC1 (3-(4-methylpiperazinomethyl)-aniline), [OH-].[Na+] (sodium hydroxide). The product is CN1CCN(CC1)CC=1C=C(C=CC1)N\C(\C1=CC=CC=C1)=C\1/C(NC2=CC=C(C=C12)[N+](=O)[O-])=O ((Z)-3-{1-[3-(4-methylpiperazinomethyl)-phenylamino]-1-phenyl-methylidene}-5-nitro-2-indolinone). Reaction SMILES: C([N:4]1[C:12]2[C:7](=[CH:8][C:9]([N+:13]([O-:15])=[O:14])=[CH:10][CH:11]=2)[C:6](=[C:16](OCC)[C:17]2[CH:22]=[CH:21][CH:20]=[CH:19][CH:18]=2)[C:5]1=[O:26])(=O)C.[CH3:27][N:28]1[CH2:33][CH2:32][N:31]([CH2:34][C:35]2[CH:36]=[C:37]([CH:39]=[CH:40][CH:41]=2)[NH2:38])[CH2:30][CH2:29]1.[OH-].[Na+]>CN(C=O)C.CO>[CH3:27][N:28]1[CH2:33][CH2:32][N:31]([CH2:34][C:35]2[CH:36]=[C:37]([NH:38]/[C:16](=[C:6]3\[C:5](=[O:26])[NH:4][C:12]4[C:7]\3=[CH:8][C:9]([N+:13]([O-:15])=[O:14])=[CH:10][CH:11]=4)/[C:17]3[CH:18]=[CH:19][CH:20]=[CH:21][CH:22]=3)[CH:39]=[CH:40][CH:41]=2)[CH2:30][CH2:29]1 |f:2.3|. Procedure: Prepared analogously to Example 82 from 1-acetyl-3-(1-ethoxy-1-phenyl-methylidene)-5-nitro-2-indolinone and 3-(4-methylpiperazinomethyl)-aniline in DMF and subsequent treatment with sodium hydroxide solution in methanol.